Dataset: the Open Reaction Database (ORD), a public repository of structured organic reaction records. Task: describe an organic reaction: reactants, conditions, products, and yield Starting materials: C1(CCCCC1)C=1C=C(C(=O)O)C=C(N1)OC (2-cyclohexyl-6-methoxy-isonicotinic acid), C(C)C=1C=C(C(=N)NO)C=C(C1O)C (3-ethyl-4,N-dihydroxy-5-methyl-benzamidine), ClC[C@H](CO)O ((S)-3-chloro-1,2-propanediol). Product: C1(CCCCC1)C1=NC(=CC(=C1)C1=NC(=NO1)C1=CC(=C(OC[C@H](CO)O)C(=C1)C)CC)OC ((S)-3-{4-[5-(2-Cyclohexyl-6-methoxy-pyridin-4-yl)-[1,2,4]oxadiazol-3-yl]-2-ethyl-6-methyl-phenoxy}-propane-1,2-diol). RXN SMILES: [CH:1]1([C:7]2[CH:8]=[C:9]([CH:13]=[C:14]([O:16][CH3:17])[N:15]=2)[C:10]([OH:12])=O)[CH2:6][CH2:5][CH2:4][CH2:3][CH2:2]1.[CH2:18]([C:20]1[CH:21]=[C:22]([CH:27]=[C:28]([CH3:31])[C:29]=1[OH:30])[C:23]([NH:25]O)=[NH:24])[CH3:19].Cl[CH2:33][C@@H:34]([OH:37])[CH2:35][OH:36]>>[CH:1]1([C:7]2[CH:8]=[C:9]([C:10]3[O:12][N:25]=[C:23]([C:22]4[CH:27]=[C:28]([CH3:31])[C:29]([O:30][CH2:33][C@@H:34]([OH:37])[CH2:35][OH:36])=[C:20]([CH2:18][CH3:19])[CH:21]=4)[N:24]=3)[CH:13]=[C:14]([O:16][CH3:17])[N:15]=2)[CH2:2][CH2:3][CH2:4][CH2:5][CH2:6]1. Reported procedure: The title compound is prepared in analogy to Example 3 starting from 2-cyclohexyl-6-methoxy-isonicotinic acid, 3-ethyl-4,N-dihydroxy-5-methyl-benzamidine and (S)-3-chloro-1,2-propanediol; LC-MS: tR=1.16 min, [M+H]+=468.08; 1H NMR (CDCl3): δ1.33 (t, J=7.5 Hz, 3H), 1.34-1.40 (m, 1H), 1.40-1.52 (m, 2H), 1.57-1.69 (m, 2H), 1.77-1.84 (m, 1H), 1.87-1.95 (m, 2H), 1.99-2.08 (m, 2H), 2.41 (s, 3H), 2.70-2.81 (m, 3H), 3.83-4.00 (m, 4H), 4.03 (s, 3H), 4.15-4.21 (m, 1H), 7.32 (s, 1H), 7.49 (s, 1H), 7.88 (s, ... Reactants: CCCCP(CCCC)CCCC, Cc1cc(OCCCS(C)(=O)=O)cc(C)c1-c1cccc(CO)c1, Cc1ccccc1, CCCCCC, O=C(N=NC(=O)N1CCCCC1)N1CCCCC1, COC(=O)CC1COc2cc(O)ccc21. Product: COC(=O)CC1COc2cc(OCc3cccc(-c4c(C)cc(OCCCS(C)(=O)=O)cc4C)c3)ccc21. As a reaction SMILES: [CH2:40]([P:41]([CH2:42][CH2:43][CH2:44][CH3:45])[CH2:46][CH2:47][CH2:48][CH3:49])[CH2:50][CH2:51][CH3:52].[CH3:16][c:17]1[c:18](-[c:32]2[cH:33][c:34]([CH2:38][OH:39])[cH:35][cH:36][cH:37]2)[c:19]([CH3:31])[cH:20][c:21]([O:23][CH2:24][CH2:25][CH2:26][S:27](=[O:28])(=[O:29])[CH3:30])[cH:22]1.[CH3:71][c:72]1[cH:73][cH:74][cH:75][cH:76][cH:77]1.[CH3:78][CH2:79][CH2:80][CH2:81][CH2:82][CH3:83].[N:53]([C:54]([N:55]1[CH2:56][CH2:57][CH2:58][CH2:59][CH2:60]1)=[O:61])=[N:62][C:63]([N:64]1[CH2:65][CH2:66][CH2:67][CH2:68][CH2:69]1)=[O:70].[OH:1][c:2]1[cH:3][c:4]2[c:5]([cH:14][cH:15]1)[CH:6]([CH2:9][C:10](=[O:11])[O:12][CH3:13])[CH2:7][O:8]2>>[O:1]([c:2]1[cH:3][c:4]2[c:5]([cH:14][cH:15]1)[CH:6]([CH2:9][C:10](=[O:11])[O:12][CH3:13])[CH2:7][O:8]2)[CH2:38][c:34]1[cH:33][c:32](-[c:18]2[c:17]([CH3:16])[cH:22][c:21]([O:23][CH2:24][CH2:25][CH2:26][S:27](=[O:28])(=[O:29])[CH3:30])[cH:20][c:19]2[CH3:31])[cH:37][cH:36][cH:35]1.